Dataset: the Open Reaction Database (ORD), a public repository of structured organic reaction records. Task: describe an organic reaction: reactants, conditions, products, and yield Reactants: C([O-])([O-])=O.[K+].[K+] (Potassium carbonate), C(C)(C)(C)OC(=O)N1CCC(CC1)OS(=O)(=O)C (4-methanesulfonyloxy-piperidine-1-carboxylic acid tert-butyl ester), [N+](=O)([O-])C1=CC=C(C=C1)S (4-nitrothiophenol). Run in CN(C)C=O (DMF). Run at temperature 70 celsius. Product: C(C)(C)(C)OC(=O)N1CCC(CC1)SC1=CC=C(C=C1)[N+](=O)[O-] (4-(4-Nitro-phenylsulfanyl)-piperidine-1-carboxylic acid tert-butyl ester). Yield: 87.5%. RXN SMILES: C(=O)([O-])[O-].[K+].[K+].[C:7]([O:11][C:12]([N:14]1[CH2:19][CH2:18][CH:17](OS(C)(=O)=O)[CH2:16][CH2:15]1)=[O:13])([CH3:10])([CH3:9])[CH3:8].[N+:25]([C:28]1[CH:33]=[CH:32][C:31]([SH:34])=[CH:30][CH:29]=1)([O-:27])=[O:26]>CN(C=O)C>[C:7]([O:11][C:12]([N:14]1[CH2:15][CH2:16][CH:17]([S:34][C:31]2[CH:32]=[CH:33][C:28]([N+:25]([O-:27])=[O:26])=[CH:29][CH:30]=2)[CH2:18][CH2:19]1)=[O:13])([CH3:8])([CH3:9])[CH3:10] |f:0.1.2|. Procedure: Potassium carbonate (0.45 g, 3.5 mmol) was added in one portion to a stirred solution of 4-methanesulfonyloxy-piperidine-1-carboxylic acid tert-butyl ester (0.75 g, 2.5 mmol) and 4-nitrothiophenol (0.5 g, 3.2 mmol) in DMF (25 ml) and the mixture heated to 70° C. for 7 hours. After this time, the reaction mixture was concentrated under vacuum and re-dissolved in ethyl acetate (25 ml) and washed with NaOH (1M solution, 20 ml) and brine (20 ml). The organic layer was separated, dried (MgSO4), filte... Starting materials: O(C1=CC=CC=C1)C1=C(C=CC=C1)N1CCNCC1 (1-(2-phenoxyphenyl)piperazine), C1(=C(C=CC=C1)CN1CCN(CC1)C1=CC=CC=C1)C1=CC=CC=C1 (1-(biphenyl-2-ylmethyl)-4-phenylpiperazine), C=1(C(=CC=CC1)C=O)C1=CC=CC=C1 (biphenyl-2-carbaldehyde), [BH-](OC(=O)C)(OC(=O)C)OC(=O)C.[Na+] (NaBH(OAc)3). The product is C1(=C(C=CC=C1)CN1CCN(CC1)C1=C(C=CC=C1)OC1=CC=CC=C1)C1=CC=CC=C1 (1-(biphenyl-2-ylmethyl)-4-(2-phenoxyphenyl)piperazine). Reaction SMILES: [O:1]([C:8]1[CH:13]=[CH:12][CH:11]=[CH:10][C:9]=1[N:14]1[CH2:19][CH2:18][NH:17][CH2:16][CH2:15]1)[C:2]1[CH:7]=[CH:6][CH:5]=[CH:4][CH:3]=1.[C:20]1([C:28]2[CH:33]=[CH:32][CH:31]=[CH:30][CH:29]=2)[C:21]([CH:26]=O)=[CH:22][CH:23]=[CH:24][CH:25]=1.[BH-](OC(C)=O)(OC(C)=O)OC(C)=O.[Na+].C1(C2C=CC=CC=2)C=CC=CC=1CN1CCN(C2C=CC=CC=2)CC1>>[C:20]1([C:28]2[CH:29]=[CH:30][CH:31]=[CH:32][CH:33]=2)[CH:25]=[CH:24][CH:23]=[CH:22][C:21]=1[CH2:26][N:17]1[CH2:18][CH2:19][N:14]([C:9]2[CH:10]=[CH:11][CH:12]=[CH:13][C:8]=2[O:1][C:2]2[CH:7]=[CH:6][CH:5]=[CH:4][CH:3]=2)[CH2:15][CH2:16]1 |f:2.3|. Reported procedure: 151 mg of the target compound (0.36 mmol, 64.9%) was obtained using 1-(2-phenoxyphenyl)piperazine (277 mg, 1.09 mmol), biphenyl-2-carbaldehyde (100 mg, 0.55 mmol) and NaBH(OAc)3 (355 mg, 1.65 mmol) according to the synthesis method of Compound 1. Reactants: N(=[N+]=[N-])C(C)OCCO (2-(1-azido-ethoxy)-ethanol), [H-].[Na+] (NaH), C(C)OC(CBr)=O (ethyl-2-bromoacetate). Solvent: O1CCCC1 (tetrahydrofuran). Reaction conditions: time 15 minute. The product is C(C)OC(COCCOC(C)N=[N+]=[N-])=O ([2-(1-Azido-ethoxy)-ethoxy]-acetic acid ethyl ester), oil. Yield: 65.5%. Reaction SMILES: [N:1]([CH:4]([O:6][CH2:7][CH2:8][OH:9])[CH3:5])=[N+:2]=[N-:3].[H-].[Na+].[CH2:12]([O:14][C:15](=[O:18])[CH2:16]Br)[CH3:13]>O1CCCC1>[CH2:12]([O:14][C:15](=[O:18])[CH2:16][O:9][CH2:8][CH2:7][O:6][CH:4]([N:1]=[N+:2]=[N-:3])[CH3:5])[CH3:13] |f:1.2|. Procedure: To a solution of 2-(1-azido-ethoxy)-ethanol (0.15 g, 1.14 mmol) in dry tetrahydrofuran (THF) (5 ml) was added NaH (60% dispersion, 0.08 g, 2 mmol) at 0° C. After 15 minutes, ethyl-2-bromoacetate (0.222 ml, 2 mmol) was added. The reaction was maintained at this temperature for 15 minutes and then warmed up to room temperature. The reaction was quenched by addition of saturated aqueous NaHCO3 (5 ml) after 1 hr. After a further period of 5 min, the mixture was partitioned between DCM (50 ml) and sa... The reactants are C1CCOC1, O=C1OC(CO)CN1c1ccc(C2=CCOCC2)c(F)c1, Oc1ccon1, c1ccc(P(c2ccccc2)c2ccccc2)cc1. The product is O=C1OC(COc2ccon2)CN1c1ccc(C2=CCOCC2)c(F)c1. Reaction SMILES: [CH2:47]1[O:48][CH2:49][CH2:50][CH2:51]1.[OH:1][CH2:2][CH:3]1[CH2:4][N:5]([c:9]2[cH:10][c:11]([F:21])[c:12]([C:15]3=[CH:20][CH2:19][O:18][CH2:17][CH2:16]3)[cH:13][cH:14]2)[C:6](=[O:8])[O:7]1.[OH:22][c:23]1[n:24][o:25][cH:26][cH:27]1.[c:28]1([P:29]([c:30]2[cH:31][cH:32][cH:33][cH:34][cH:35]2)[c:36]2[cH:37][cH:38][cH:39][cH:40][cH:41]2)[cH:42][cH:43][cH:44][cH:45][cH:46]1>>[O:1]([CH2:2][CH:3]1[CH2:4][N:5]([c:9]2[cH:10][c:11]([F:21])[c:12]([C:15]3=[CH:20][CH2:19][O:18][CH2:17][CH2:16]3)[cH:13][cH:14]2)[C:6](=[O:8])[O:7]1)[c:23]1[n:24][o:25][cH:26][cH:27]1. Starting materials: [N+](=O)([O-])C=1C=C(C=CC1OC)C=1OC2=C(N1)C=C(C=C2)Br (2-(3-nitro-4-methoxyphenyl)-5-bromobenzoxazole), FC(C=1C=C(C=CC1)B(O)O)(F)F (3-trifluoromethylphenylboronic acid). Yields the product [N+](=O)([O-])C=1C=C(C=CC1OC)C=1OC2=C(N1)C=C(C=C2)C2=CC(=CC=C2)C(F)(F)F (2-(3-Nitro-4-methoxyphenyl)-5-(3-trifluoromethylphenyl)benzoxazole). Reaction SMILES: [N+:1]([C:4]1[CH:5]=[C:6]([C:12]2[O:13][C:14]3[CH:20]=[CH:19][C:18](Br)=[CH:17][C:15]=3[N:16]=2)[CH:7]=[CH:8][C:9]=1[O:10][CH3:11])([O-:3])=[O:2].[F:22][C:23]([F:34])([F:33])[C:24]1[CH:25]=[C:26](B(O)O)[CH:27]=[CH:28][CH:29]=1>>[N+:1]([C:4]1[CH:5]=[C:6]([C:12]2[O:13][C:14]3[CH:20]=[CH:19][C:18]([C:28]4[CH:27]=[CH:26][CH:25]=[C:24]([C:23]([F:34])([F:33])[F:22])[CH:29]=4)=[CH:17][C:15]=3[N:16]=2)[CH:7]=[CH:8][C:9]=1[O:10][CH3:11])([O-:3])=[O:2]. Procedure: Prepared by the method of Example 15d), from 2-(3-nitro-4-methoxyphenyl)-5-bromobenzoxazole (200 mg, 0.57 mmol) and 3-trifluoromethylphenylboronic acid (163 mg, 0.86 mmol) the subtitle compound was obtained, (120 mg, 51%). 1H NMR (DMSO) δ 8.70(s, 1H), 8.52(d, 1H), 8.24(s, 1H), 8.11(s, 1H), 7.97(d, 1H), 7.86(d, 1H), 7.81(s, 2H), 7.68(d, 1H), 4.11(s, 3H). MS 415 m/z (M+H)+.